From a dataset of the Open Reaction Database (ORD), a public repository of structured organic reaction records. describe an organic reaction: reactants, conditions, products, and yield Starting materials: CS(=O)(=O)Nc1ccc(C#N)cc1F, CO, [H][H]. Yields the product CS(=O)(=O)Nc1ccc(CN)cc1F. As a reaction SMILES: [C:1](#[N:2])[c:3]1[cH:4][c:5]([F:14])[c:6]([NH:9][S:10](=[O:11])(=[O:12])[CH3:13])[cH:7][cH:8]1.[CH3:17][OH:18].[H:15][H:16]>>[CH2:1]([NH2:2])[c:3]1[cH:4][c:5]([F:14])[c:6]([NH:9][S:10](=[O:11])(=[O:12])[CH3:13])[cH:7][cH:8]1.